This data is from the Open Reaction Database (ORD), a public repository of structured organic reaction records. The task is: describe an organic reaction: reactants, conditions, products, and yield Run in CC#N (CH3CN). RXN SMILES: Br[C:2]1[CH:3]=[C:4]([NH:10][C:11]2[CH:23]=[C:14]3[CH2:15][N:16]([CH:19]4[CH2:22][O:21][CH2:20]4)[CH2:17][CH2:18][N:13]3[N:12]=2)[C:5](=[O:9])[N:6]([CH3:8])[CH:7]=1.[C:24]([O:27][CH2:28][C:29]1[C:34](B2OC(C)(C)C(C)(C)O2)=[CH:33][C:32](F)=[CH:31][C:30]=1[N:45]1[CH2:56][CH2:55][C:54]2[C:53]3[CH2:52][C:51]([CH3:58])([CH3:57])[CH2:50][C:49]=3[S:48][C:47]=2[C:46]1=[O:59])(=[O:26])[CH3:25].CC([O-])=O.[Na+]>CC#N.C1C=CC(P(C2C=CC=CC=2)[C-]2C=CC=C2)=CC=1.C1C=CC(P(C2C=CC=CC=2)[C-]2C=CC=C2)=CC=1.Cl[Pd]Cl.[Fe+2]>[C:24]([O:27][CH2:28][C:29]1[C:34]([C:2]2[CH:3]=[C:4]([NH:10][C:11]3[CH:23]=[C:14]4[CH2:15][N:16]([CH:19]5[CH2:22][O:21][CH2:20]5)[CH2:17][CH2:18][N:13]4[N:12]=3)[C:5](=[O:9])[N:6]([CH3:8])[CH:7]=2)=[CH:33][CH:32]=[CH:31][C:30]=1[N:45]1[CH2:56][CH2:55][C:54]2[C:53]3[CH2:52][C:51]([CH3:58])([CH3:57])[CH2:50][C:49]=3[S:48][C:47]=2[C:46]1=[O:59])(=[O:26])[CH3:25] |f:2.3,5.6.7.8|. Reported procedure: A sealed tube was charged with the mixture of 5-bromo-1-methyl-3-(5-(oxetan-3-yl)-4,5,6,7-tetrahydropyrazolo[1,5-a]pyrazin-2-ylamino)pyridin-2(1H)-one 252a (275 mg, 0.7 mmol), (2-{4,4-dimethyl-9-oxo-7-thia-10-azatricyclo[6.4.0.02,6]dodeca-1(8),2(6)-dien-10-yl}-4-fluoro-6-(4,4,5,5-tetramethyl-1,3,2-dioxaborolan-2-yl)phenyl)methyl acetate 131a (356 mg, 0.7 mmol), Pd(dppf)Cl2 (59 mg, 0.07 mmol), K3PO4.3H2O(317 mg, 1.4 mmol), and NaOAc (118 mg, 1.4 mmol) in CH3CN (20 mL). The system was evacuated an... Run at temperature 110 celsius. Product: C(C)(=O)OCC1=C(C=CC=C1C1=CN(C(C(=C1)NC1=NN2C(CN(CC2)C2COC2)=C1)=O)C)N1C(C=2SC=3CC(CC3C2CC1)(C)C)=O ((2-{4,4-Dimethyl-9-oxo-7-thia-10-azatricyclo[6.4.0.02,6]dodeca-1(8),2(6)-dien-10-yl}-6-(1-methyl-5-{[5-(oxetan-3-yl)-4H,5H,6H,7H-pyrazolo[1,5-a]pyrazin-2-yl]amino}-6-oxo-1,6-dihydropyridin-3-yl)phenyl)methyl Acetate). Starting materials: BrC=1C=C(C(N(C1)C)=O)NC1=NN2C(CN(CC2)C2COC2)=C1 (5-bromo-1-methyl-3-(5-(oxetan-3-yl)-4,5,6,7-tetrahydropyrazolo[1,5-a]pyrazin-2-ylamino)pyridin-2(1H)-one), C(C)(=O)OCC1=C(C=C(C=C1B1OC(C(O1)(C)C)(C)C)F)N1C(C=2SC=3CC(CC3C2CC1)(C)C)=O ((2-{4,4-dimethyl-9-oxo-7-thia-10-azatricyclo[6.4.0.02,6]dodeca-1(8),2(6)-dien-10-yl}-4-fluoro-6-(4,4,5,5-tetramethyl-1,3,2-dioxaborolan-2-yl)phenyl)methyl acetate), K3PO4.3H2O, CC(=O)[O-].[Na+] (NaOAc). Reagents/catalysts: C1=CC=C(C=C1)P([C-]2C=CC=C2)C3=CC=CC=C3.C1=CC=C(C=C1)P([C-]2C=CC=C2)C3=CC=CC=C3.Cl[Pd]Cl.[Fe+2] (Pd(dppf)Cl2). Isolated yield 64.1%. Reactants: 3-(5,6-Oxidohexyl)-1-methyluracil, BrCCCCC=C (6-bromo-1-hexene), O (water), [H-].[Na+] (Sodium hydride), CN1C(=O)NC(=O)C=C1 (1-methyluracil). The solvent is CS(=O)C (dimethyl sulfoxide). Reaction conditions: time 15 minute. Product: C(=CCCCC)N1C(N(C=CC1=O)C)=O (3-hexenyl-1-methyluracil). The yield is 71786.3%. RXN SMILES: [H-].[Na+].[CH3:3][N:4]1[CH:11]=[CH:10][C:8](=[O:9])[NH:7][C:5]1=[O:6].Br[CH2:13][CH2:14][CH2:15][CH2:16][CH:17]=[CH2:18].O>CS(C)=O>[CH:13]([N:7]1[C:8](=[O:9])[CH:10]=[CH:11][N:4]([CH3:3])[C:5]1=[O:6])=[CH:14][CH2:15][CH2:16][CH2:17][CH3:18] |f:0.1|. Procedure details: This example illustrates a synthesis of 3-(5,6-Oxidohexyl)-1-methyluracil (inventive compound no. 1808). Sodium hydride (86 mg, 3.6 mmol) was added to a stirring solution of 1-methyluracil (500 mg, 4 mmol) in dimethyl sulfoxide (25 mL). After 15 minutes, 6-bromo-1-hexene (647 mg, 4 mmol) was added and the mixture stirred further for 20 hours. The reaction mixture was then poured into water (50 mL) and extracted with 20% ethanol/dichloromethane (3×50 mL). The combined organic layers were washed w... Starting materials: CCC(C)=O, O=S(=O)(c1ccc(Cl)cc1)C(F)(F)F, N#C[Na], [Zn], c1ccc(P(c2ccccc2)c2ccccc2)cc1. Product: N#Cc1ccc(S(=O)(=O)C(F)(F)F)cc1. RXN SMILES: [CH2:37]([C:38]([CH3:39])=[O:40])[CH3:41].[Cl:20][c:21]1[cH:22][cH:23][c:24]([S:27](=[O:28])(=[O:29])[C:30]([F:31])([F:32])[F:33])[cH:25][cH:26]1.[Na:34][C:35]#[N:36].[Zn:42].[c:1]1([P:2]([c:3]2[cH:4][cH:5][cH:6][cH:7][cH:8]2)[c:9]2[cH:10][cH:11][cH:12][cH:13][cH:14]2)[cH:15][cH:16][cH:17][cH:18][cH:19]1>>[c:21]1([C:35]#[N:36])[cH:22][cH:23][c:24]([S:27](=[O:28])(=[O:29])[C:30]([F:31])([F:32])[F:33])[cH:25][cH:26]1. Reactants: C1CCOC1, CO, [Cl-], Cc1cc2c(Oc3ccc([N+](=O)[O-])cc3F)ccnc2[nH]1, [NH4+], [Zn]. The product is Cc1cc2c(Oc3ccc(N)cc3F)ccnc2[nH]1. As a reaction SMILES: [CH2:24]1[O:25][CH2:26][CH2:27][CH2:28]1.[CH3:29][OH:30].[Cl-:22].[F:1][c:2]1[c:3]([O:4][c:5]2[c:6]3[c:7]([n:8][cH:9][cH:10]2)[nH:11][c:12]([CH3:14])[cH:13]3)[cH:15][cH:16][c:17]([N+:19]([O-:20])=[O:21])[cH:18]1.[NH4+:23].[Zn:31]>>[F:1][c:2]1[c:3]([O:4][c:5]2[c:6]3[c:7]([n:8][cH:9][cH:10]2)[nH:11][c:12]([CH3:14])[cH:13]3)[cH:15][cH:16][c:17]([NH2:19])[cH:18]1. Isolated yield 77.1%. Starting materials: F[B-](F)(F)F.C(C)[O+](CC)CC (triethyloxonium tetrafluoroborate), C(CC)N (n-propylamine), ClC1=CC=C(C=C1)C1NC(CC2=CC=CC=C12)=O (1-(4-Chlorophenyl)-1,4-dihydroisoquinol-3-one). Reported procedure: 1-(4-Chlorophenyl)-1,4-dihydroisoquinol-3-one (6.2 g, 24 mmol) was dissolved in dry methylene chloride (30 ml) and stirred under nitrogen. A solution of triethyloxonium tetrafluoroborate in methylene chloride (1M), (24 ml) was added in one portion at room temperature. After 3 h at room temperature, a solution of n-propylamine (2.0 g, 34 mmol) in ethanol (20 ml) was added and the mixture refluxed for 24 h. The solution was cooled, the solvent removed under reduced pressure and the residue partiti... Conditions: time 3 hour. Solvent: C(Cl)Cl (methylene chloride), C(C)O (ethanol), C(Cl)Cl (methylene chloride). Reaction SMILES: [Cl:1][C:2]1[CH:7]=[CH:6][C:5]([CH:8]2[C:17]3[C:12](=[CH:13][CH:14]=[CH:15][CH:16]=3)[CH2:11][C:10](=O)[NH:9]2)=[CH:4][CH:3]=1.F[B-](F)(F)F.C([O+](CC)CC)C.[CH2:31]([NH2:34])[CH2:32][CH3:33]>C(Cl)Cl.C(O)C>[ClH:1].[Cl:1][C:2]1[CH:7]=[CH:6][C:5]([CH:8]2[C:17]3[C:12](=[CH:13][CH:14]=[CH:15][CH:16]=3)[CH2:11][C:10]([NH:34][CH2:31][CH2:32][CH3:33])=[N:9]2)=[CH:4][CH:3]=1 |f:1.2,6.7|. Yields the product Cl.ClC1=CC=C(C=C1)C1N=C(CC2=CC=CC=C12)NCCC (1-(4-chlorophenyl)-3-n-propylamino-1,4-dihydroisoquinoline hydrochloride).